This data is from the Open Reaction Database (ORD), a public repository of structured organic reaction records. The task is: describe an organic reaction: reactants, conditions, products, and yield Reactants: O=C1C2=C(CC3=C(C1)C=CC=C3)C=CC(=C2)CC(=O)OC (methyl 10,11-dihydro-11-oxo-5H-dibenzo[a,d]cycloheptene-2-acetate), CO (methanol), S(=O)(Cl)Cl (Thionyl chloride). Procedure details: In 50 ml of dry methanol was dissolved 6.3 g of methyl 10,11-dihydro-11-oxo-5H-dibenzo[a,d]cycloheptene-2-acetate obtained in Example 10. Thionyl chloride (7 g) was added, and the solution was heated under reflux for 2 hours with stirring. After the reaction, the reaction mixture was cooled, and methanol was distilled off. The residue was dissolved in 200 ml of benzene. The benzene solution was washed with a saturated aqueous solution of sodium chloride, and dried over anhydrous magnesium sulfat... As a reaction SMILES: [O:1]=[C:2]1[CH2:8][C:7]2[CH:9]=[CH:10][CH:11]=[CH:12][C:6]=2[CH2:5][C:4]2[CH:13]=[CH:14][C:15]([CH2:17][C:18]([O:20][CH3:21])=[O:19])=[CH:16][C:3]1=2.S(Cl)(Cl)=O.[CH3:26]O>>[CH3:26][O:1][C:2]1[C:3]2[CH:16]=[C:15]([CH2:17][C:18]([O:20][CH3:21])=[O:19])[CH:14]=[CH:13][C:4]=2[CH2:5][C:6]2[CH:12]=[CH:11][CH:10]=[CH:9][C:7]=2[CH:8]=1. The product is COC=1C2=C(CC3=C(C1)C=CC=C3)C=CC(=C2)CC(=O)OC (methyl 11-methoxy-5H-dibenzo[a,d]cycloheptene-2-acetate).